describe an organic reaction: reactants, conditions, products, and yield From a dataset of the Open Reaction Database (ORD), a public repository of structured organic reaction records. Starting materials: C(C)(C)(C)OC(=O)N1C(CC(C1)(F)F)C(=O)O (4,4-difluoro-pyrrolidine-1,2-dicarboxylic acid 1-tert-butyl ester), C(C)(C)(C)OC(=O)N1C(CC(C1)(F)F)C(=O)O (4,4-difluoro-pyrrolidine-1,2-dicarboxylic acid 1-tert-butyl ester), resultant mixture. Solvent: O1CCCC1 (tetrahydrofuran). Product: C(C)(C)(C)OC(=O)N1[C@@H](CC(C1)(F)F)CO (4,4-Difluoro-2-(S)-hydroxymethyl-pyrrolidine-1-carboxylic acid tert-butyl ester). Yield: 84.3%. RXN SMILES: [C:1]([O:5][C:6]([N:8]1[CH2:12][C:11]([F:14])([F:13])[CH2:10][CH:9]1[C:15](O)=[O:16])=[O:7])([CH3:4])([CH3:3])[CH3:2]>O1CCCC1>[C:1]([O:5][C:6]([N:8]1[CH2:12][C:11]([F:13])([F:14])[CH2:10][C@H:9]1[CH2:15][OH:16])=[O:7])([CH3:4])([CH3:3])[CH3:2]. Procedure: To a solution of 4,4-difluoro-pyrrolidine-1,2-dicarboxylic acid 1-tert-butyl ester (Compound 2a) (1.5 g; 6.0 mmol) in tetrahydrofuran (15 mL) was added borane-dimethylsulfide complex (3.79 mL; 7.58 mmol) dropwise at ambient temperature. The reaction mixture was refluxed for 2 h. The resultant mixture was allowed to cool to room temperature. The mixture was partitioned between EtOAc and H2O. The organic phase was washed with H2O, and then dried over Na2SO4. The mixture was filtered and the filtra... Reactants: ClC=1C=C2N=C(C(=NC2=CC1)NC(OCC)=O)OC (Ethyl N-(6-chloro-3-methoxyquinoxalin-2-yl)carbamate), CC=1C=C(C=CC1)N1CCNCC1 (1-(3-methylphenyl)piperazine). Yields the product ClC=1C=C2N=C(C(=NC2=CC1)NC(=O)N1CCN(CC1)C1=CC(=CC=C1)C)OC (1-[(6-Chloro-3-methoxyquinoxalin-2-yl)aminocarbonyl]-4-(3-methylphenyl)piperazine). Isolated yield 97.0%. RXN SMILES: [Cl:1][C:2]1[CH:3]=[C:4]2[C:9](=[CH:10][CH:11]=1)[N:8]=[C:7]([NH:12][C:13](=[O:17])OCC)[C:6]([O:18][CH3:19])=[N:5]2.[CH3:20][C:21]1[CH:22]=[C:23]([N:27]2[CH2:32][CH2:31][NH:30][CH2:29][CH2:28]2)[CH:24]=[CH:25][CH:26]=1>>[Cl:1][C:2]1[CH:3]=[C:4]2[C:9](=[CH:10][CH:11]=1)[N:8]=[C:7]([NH:12][C:13]([N:30]1[CH2:31][CH2:32][N:27]([C:23]3[CH:24]=[CH:25][CH:26]=[C:21]([CH3:20])[CH:22]=3)[CH2:28][CH2:29]1)=[O:17])[C:6]([O:18][CH3:19])=[N:5]2. Reported procedure: Ethyl N-(6-chloro-3-methoxyquinoxalin-2-yl)carbamate and 1-(3-methylphenyl)piperazine were reacted by the same way with the example 106 to obtain the titled compound (yield, 97%). 1H NMR (300 MHz, CDCl3): δ 3.27-3.30 (m, 4H), 3.74-3.77 (m, 4H), 4.15 (s, 3H), 6.75-6.78 (m, 3H), 7.11-7.45 (m, 3H), 7.74-7.76 (m, 2H). The reactants are C(#N)C(CC(=O)OCC)C1=CC=CC=C1 (ethyl 3-cyano-3-phenylpropanoate), Cl (hydrochloric acid). Reagents/catalysts: [Pd] (palladium on carbon). Solvent: C(C)O (ethanol). Product: Cl.NCC(CC(=O)OCC)C1=CC=CC=C1 (Ethyl 4-amino-3-phenylbutanoate hydrochloride). RXN SMILES: [C:1]([CH:3]([C:10]1[CH:15]=[CH:14][CH:13]=[CH:12][CH:11]=1)[CH2:4][C:5]([O:7][CH2:8][CH3:9])=[O:6])#[N:2].[ClH:16]>C(O)C.[Pd]>[ClH:16].[NH2:2][CH2:1][CH:3]([C:10]1[CH:11]=[CH:12][CH:13]=[CH:14][CH:15]=1)[CH2:4][C:5]([O:7][CH2:8][CH3:9])=[O:6] |f:4.5|. Reported procedure: To a solution of ethyl 3-cyano-3-phenylpropanoate 2 (9.27 g, 45.6 mmol) in ethanol (70 mL) was added concentrated hydrochloric acid (2.4 mL) followed by 10% palladium on carbon (1.0 g) and the reaction hydrogenated at 80 psi for 18 h. The mixture was filtered through celite and concentrated in vacuo. The residue was triturated in ether and filtered to give 2 (4.97 g in 2 crops, 45%) as a white solid. Starting materials: O=S(=O)(Cl)c1ccc(Br)c(F)c1, CCN. Product: CCNS(=O)(=O)c1ccc(Br)c(F)c1. RXN SMILES: [Br:1][c:2]1[c:3]([F:12])[cH:4][c:5]([S:8](=[O:9])(=[O:10])[Cl:11])[cH:6][cH:7]1.[CH3:13][CH2:14][NH2:15]>>[Br:1][c:2]1[c:3]([F:12])[cH:4][c:5]([S:8](=[O:9])(=[O:10])[NH:15][CH2:14][CH3:13])[cH:6][cH:7]1. Starting materials: II (iodine), O.O.I(=O)(=O)(=O)O (periodic acid dihydrate), S(O)(O)(=O)=O (sulfuric acid), C1CCCC2=CC=CC=C12 (tetralin), IC1=C2CCCCC2=CC=C1 (5-iodotetralin), IC=1C=C2CCCCC2=CC1 (6-iodotetralin), C1CCCC2=CC=CC=C12 (tetralin). Solvent: O (water), C(C)(=O)O (acetic acid). Conditions: temperature 70 celsius. Product: IC1CCCC2=CC=CC=C12 (iodotetralin). Isolated yield 83.4%. RXN SMILES: C1C2C(=CC=CC=2)CCC1.II.O.O.I(O)(=O)(=O)=O.S(=O)(=O)(O)O.[I:25][C:26]1[CH:35]=[CH:34][CH:33]=[C:32]2[C:27]=1[CH2:28][CH2:29][CH2:30][CH2:31]2.IC1C=C2C(=CC=1)CCCC2>C(O)(=O)C.O>[I:25][CH:26]1[C:27]2[C:32](=[CH:31][CH:30]=[CH:29][CH:28]=2)[CH2:33][CH2:34][CH2:35]1 |f:2.3.4|. Procedure: 132.2 g (1.00 mol) of tetralin was dissolved in 600 ml of 80% acetic acid, and 101.5 g (0.40 mol) of iodine, 45.5 g (0.20 mol) of periodic acid dihydrate and 15 ml of concentrated sulfuric acid were added thereto. The mixture was heated to 70° C. with stirring. The mixture was further stirred for 3 hours at the same temperature whereupon disappearance of tetralin was confirmed to terminate the reaction. The reaction mixture was added to 1000 ml of water, and the separated oily substance was extr... Reactants: [Cl-].[NH4+] (ammonium chloride), FC1=C(CN2N=C(N=C2C=2SC=CN2)C#N)C=CC=C1 (1-(2-fluorobenzyl)-5-(thiazol-2-yl)-1H-1,2,4-triazole-3-carbonitrile), C[O-].[Na+].CO (sodium methoxide MeOH), resultant mixture, C[O-].[Na+].CO (sodium methoxide MeOH), C(=O)(O)[O-].[Na+] (NaHCO3). Reaction conditions: time 3 hour. Product: FC1=C(CN2N=C(N=C2C=2SC=CN2)C(N)=N)C=CC=C1 (1-(2-fluorobenzyl)-5-(thiazol-2-yl)-1H-1,2,4-triazole-3-carboximidamide). Isolated yield 99.0%. RXN SMILES: [F:1][C:2]1[CH:20]=[CH:19][CH:18]=[CH:17][C:3]=1[CH2:4][N:5]1[C:9]([C:10]2[S:11][CH:12]=[CH:13][N:14]=2)=[N:8][C:7]([C:15]#[N:16])=[N:6]1.C[O-].[Na+].CO.[Cl-].[NH4+:27].C([O-])(O)=O.[Na+]>>[F:1][C:2]1[CH:20]=[CH:19][CH:18]=[CH:17][C:3]=1[CH2:4][N:5]1[C:9]([C:10]2[S:11][CH:12]=[CH:13][N:14]=2)=[N:8][C:7]([C:15](=[NH:27])[NH2:16])=[N:6]1 |f:1.2.3,4.5,6.7|. Procedure: To 1-(2-fluorobenzyl)-5-(thiazol-2-yl)-1H-1,2,4-triazole-3-carbonitrile (Intermediate-5, 0.74 mmol) was added sodium methoxide/MeOH (0.5M, 4 equiv, 5.9 mL). After stirring at ambient temperature for 3 h, additional portion of sodium methoxide/MeOH (1 equiv) was added. After 2 h, ammonium chloride (10 equiv) was added and the resultant mixture was stirred at ambient for 17 h. The reaction mixture was conc. Half-saturated NaHCO3/1N NaOH solution (10:1) was added and the aqueous mixture was extract... Reactants: [BH4-].[Na+] (sodium borohydride), [Cl-].[Al+3].[Cl-].[Cl-] (aluminium chloride), FC1=CC=CC=C1 (fluorobenzene), FC1=CC=CC=C1 (fluorobenzene), ice, Cl (hydrochloric acid), Cl (hydrogen chloride), S1C(=CC=C1)C(=O)Cl (thiophene-2-carbonyl chloride), FC1=CC=CC=C1 (fluorobenzene). Run in COCCOCCOC (diglyme), O (water). Conditions: temperature 0 celsius, time 2 hour. The product is FC1=CC=C(CC=2SC=CC2)C=C1 (2-(4-Fluorobenzyl)thiophene). Isolated yield 75.1%. RXN SMILES: [Cl-].[Al+3].[Cl-].[Cl-].[S:5]1[CH:9]=[CH:8][CH:7]=[C:6]1[C:10](Cl)=O.Cl.[BH4-].[Na+].[F:16][C:17]1[CH:22]=[CH:21][CH:20]=[CH:19][CH:18]=1>COCCOCCOC.O>[F:16][C:17]1[CH:22]=[CH:21][C:20]([CH2:10][C:6]2[S:5][CH:9]=[CH:8][CH:7]=2)=[CH:19][CH:18]=1 |f:0.1.2.3,6.7|. Procedure details: 33.8 g of aluminium chloride were suspended in 200 g of fluorobenzene, and a solution of 37.8 g of thiophene-2-carbonyl chloride in 50 ml of fluorobenzene was added dropwise to this at 0° C. over the course of 30 minutes. The mixture was stirred at 0° C. for 2 hours and then slowly warmed, and heated under reflux at 85° C. for 2 hours until evolution of hydrogen chloride ceased. The solution was cooled to 70° C. and then, at this temperature, added dropwise over the course of 30 minutes to a sti... Starting materials: CCOP(=O)(C#N)OCC, C1CCOC1, Cn1ccc2cccc(C=O)c21, Cn1ccc2cccc(CC#N)c21, CC(C)(C)O. Yields the product Cn1ccc2cccc(CC(N)=O)c21. As a reaction SMILES: [CH2:26]([O:27][P:28]([C:29]#[N:30])(=[O:31])[O:32][CH2:33][CH3:34])[CH3:35].[CH2:41]1[O:42][CH2:43][CH2:44][CH2:45]1.[CH3:14][n:15]1[c:16]2[c:17]([cH:18][cH:19][cH:20][c:21]2[CH:22]=[O:25])[cH:23][cH:24]1.[CH3:1][n:2]1[cH:3][cH:4][c:5]2[cH:6][cH:7][cH:8][c:9]([CH2:11][C:12]#[N:13])[c:10]12.[CH3:36][C:37]([OH:38])([CH3:39])[CH3:40]>>[CH3:1][n:2]1[cH:3][cH:4][c:5]2[cH:6][cH:7][cH:8][c:9]([CH2:11][C:12]([NH2:13])=[O:25])[c:10]12. Reactants: CC(C)(C)O, [K+], [OH-], N#Cc1cncc(-c2ccn3c(-c4cccc(-n5cccn5)c4)cnc3c2)c1. Product: NC(=O)c1cncc(-c2ccn3c(-c4cccc(-n5cccn5)c4)cnc3c2)c1. RXN SMILES: [C:31]([OH:32])([CH3:33])([CH3:34])[CH3:35].[K+:30].[OH-:29].[n:1]1(-[c:6]2[cH:7][c:8](-[c:12]3[cH:13][n:14][c:15]4[n:16]3[cH:17][cH:18][c:19](-[c:21]3[cH:22][n:23][cH:24][c:25]([C:26]#[N:27])[cH:28]3)[cH:20]4)[cH:9][cH:10][cH:11]2)[n:2][cH:3][cH:4][cH:5]1>>[n:1]1(-[c:6]2[cH:7][c:8](-[c:12]3[cH:13][n:14][c:15]4[n:16]3[cH:17][cH:18][c:19](-[c:21]3[cH:22][n:23][cH:24][c:25]([C:26]([NH2:27])=[O:29])[cH:28]3)[cH:20]4)[cH:9][cH:10][cH:11]2)[n:2][cH:3][cH:4][cH:5]1. Starting materials: CC(C)(C)OC1CC2CNCCN2C1, CC#N, O=C1Nc2cc(Cl)ccc2Oc2ccccc21, O=C1Nc2cc(Cl)ccc2Sc2ccccc21, ClNCl. The product is CC(C)(C)OC1CC2CN(C3=Nc4cc(Cl)ccc4Sc4ccccc43)CCN2C1. Reaction SMILES: [C:38]([CH3:39])([CH3:40])([CH3:41])[O:42][CH:43]1[CH2:44][CH:45]2[CH2:46][NH:47][CH2:48][CH2:49][N:50]2[CH2:51]1.[CH3:52][C:53]#[N:54].[Cl:21][c:22]1[cH:23][cH:24][c:25]2[c:36]([cH:37]1)[NH:35][C:33](=[O:34])[c:32]1[c:27]([cH:28][cH:29][cH:30][cH:31]1)[O:26]2.[Cl:4][c:5]1[cH:6][c:7]2[c:8]([cH:19][cH:20]1)[S:9][c:10]1[c:11]([cH:15][cH:16][cH:17][cH:18]1)[C:12](=[O:14])[NH:13]2.[NH:1]([Cl:2])[Cl:3]>>[Cl:4][c:5]1[cH:6][c:7]2[c:8]([cH:19][cH:20]1)[S:9][c:10]1[c:11]([cH:15][cH:16][cH:17][cH:18]1)[C:12]([N:47]1[CH2:46][CH:45]3[CH2:44][CH:43]([O:42][C:38]([CH3:39])([CH3:40])[CH3:41])[CH2:51][N:50]3[CH2:49][CH2:48]1)=[N:13]2.